This data is from the Open Reaction Database (ORD), a public repository of structured organic reaction records. The task is: describe an organic reaction: reactants, conditions, products, and yield Reactants: ice water, C(#N)C(C)(C)NC1=CC=C(C=C1)CCC(=O)OC (methyl 3-(4-((2-cyanopropan-2-yl)amino)phenyl)propanoate), CN (CH3NH2). Run in CO (CH3OH), CO (CH3OH). The product is C(#N)C(C)(C)NC1=CC=C(C=C1)CCC(=O)NC (3-(4-((2-cyanopropan-2-yl)amino)phenyl)-N-methylpropanamide). As a reaction SMILES: [C:1]([C:3]([NH:6][C:7]1[CH:12]=[CH:11][C:10]([CH2:13][CH2:14][C:15]([O:17]C)=O)=[CH:9][CH:8]=1)([CH3:5])[CH3:4])#[N:2].[CH3:19][NH2:20]>CO>[C:1]([C:3]([NH:6][C:7]1[CH:8]=[CH:9][C:10]([CH2:13][CH2:14][C:15]([NH:20][CH3:19])=[O:17])=[CH:11][CH:12]=1)([CH3:4])[CH3:5])#[N:2]. Reported procedure: To a solution of compound 37 (20 mg, 0.08 mmol) in CH3OH (3 mL) was added dropwise a solution of the CH3NH2 in CH3OH (3 mL) at 0° C. with stirring. The reaction mixture was stirred at 0° C. for 6 h. The ice-water was added into the reaction mixture. The aqueous phase was extracted with DCM. The combined organic layers were washed with brine, dried over Na2SO4 and concentrated to dryness to give compound 38 (25 mg) as a light yellow oil. The crude product was used directly for the next step witho... Starting materials: ClC=1C=CC=C2C=C(N=C(C12)O[C@@H]1CN(CC1)C(=O)OC(C)(C)C)C(=N)NN ((S)-tert-butyl 3-((8-chloro-3-(hydrazinyl(imino)methyl)isoquinolin-1-yl)oxy)pyrrolidine-1-carboxylate), C1=CN(C=N1)C(=O)N2C=CN=C2 (CDI). Solvent: O1CCOCC1 (dioxane). Product: ClC=1C=CC=C2C=C(N=C(C12)O[C@@H]1CN(CC1)C(=O)OC(C)(C)C)C1=NNC(N1)=O ((S)-tert-butyl 3-((8-chloro-3-(5-oxo-4,5-dihydro-1H-1,2,4-triazol-3-yl)isoquinolin-1-yl)oxy)pyrrolidine-1-carboxylate). The yield is 24.1%. As a reaction SMILES: [Cl:1][C:2]1[CH:3]=[CH:4][CH:5]=[C:6]2[C:11]=1[C:10]([O:12][C@H:13]1[CH2:17][CH2:16][N:15]([C:18]([O:20][C:21]([CH3:24])([CH3:23])[CH3:22])=[O:19])[CH2:14]1)=[N:9][C:8]([C:25]([NH:27][NH2:28])=[NH:26])=[CH:7]2.C1N=CN([C:34](N2C=NC=C2)=[O:35])C=1>O1CCOCC1>[Cl:1][C:2]1[CH:3]=[CH:4][CH:5]=[C:6]2[C:11]=1[C:10]([O:12][C@H:13]1[CH2:17][CH2:16][N:15]([C:18]([O:20][C:21]([CH3:23])([CH3:24])[CH3:22])=[O:19])[CH2:14]1)=[N:9][C:8]([C:25]1[NH:26][C:34](=[O:35])[NH:28][N:27]=1)=[CH:7]2. Procedure details: To (S)-tert-butyl 3-((8-chloro-3-(hydrazinyl(imino)methyl)isoquinolin-1-yl)oxy)pyrrolidine-1-carboxylate (130 mg, 1.61 mmol) in dioxane (10 mL) was added CDI (78 mg, 0.48 mmol). The resulting mixture was heated to reflux for 2 hours and was then cooled and concentrated in vacuo. The crude product was purified by preparative HPLC to give the title compound (50 mg, 35%). ESI-MS m/z [M+H-Boc]+ 332.2. Reactants: CC=1NC(=C(C(C1C(=O)OCCO)C1=C(C=CC=C1)[N+](=O)[O-])C(=O)OCC)C=O (2-hydroxyethyl 2-methyl-4-(2-nitrophenyl)-5-ethoxycarbonyl-6-formyl-1,4-dihydropyridine-3-carboxylate), [BH4-].[Na+] (sodium borohydride), C(C)(=O)O (acetic acid). The solvent is C(C)O (ethanol). The product is CC=1NC(=C(C(C1C(=O)OCCO)C1=C(C=CC=C1)[N+](=O)[O-])C(=O)OCC)CO (2-hydroxyethyl 2-methyl-4-(2-nitrophenyl)-5-ethoxycarbonyl-6-hydroxymethyl-1,4-dihydropyridine-3-carboxylate). Isolated yield 49.3%. Reaction SMILES: [CH3:1][C:2]1[NH:3][C:4]([CH:28]=[O:29])=[C:5]([C:23]([O:25][CH2:26][CH3:27])=[O:24])[CH:6]([C:14]2[CH:19]=[CH:18][CH:17]=[CH:16][C:15]=2[N+:20]([O-:22])=[O:21])[C:7]=1[C:8]([O:10][CH2:11][CH2:12][OH:13])=[O:9].[BH4-].[Na+].C(O)(=O)C>C(O)C>[CH3:1][C:2]1[NH:3][C:4]([CH2:28][OH:29])=[C:5]([C:23]([O:25][CH2:26][CH3:27])=[O:24])[CH:6]([C:14]2[CH:19]=[CH:18][CH:17]=[CH:16][C:15]=2[N+:20]([O-:22])=[O:21])[C:7]=1[C:8]([O:10][CH2:11][CH2:12][OH:13])=[O:9] |f:1.2|. Procedure: To a solution of 2-hydroxyethyl 2-methyl-4-(2-nitrophenyl)-5-ethoxycarbonyl-6-formyl-1,4-dihydropyridine-3-carboxylate (2.0 g) in ethanol (40 ml) was added bit-by-bit sodium borohydride (113.5 mg) at 5° C. under stirring. The mixture was further stirred at 5° C. for 30 minutes and acidified weakly with 50% acetic acid. After removal of the ethanol, to the residue was added water, and the mixture was made slightly alkaline with an aqueous solution of sodium bicarbonate, allowed to stand and then ... The reactants are CO, Cn1cc(B2OC(C)(C)C(C)(C)O2)cn1, ClCCl, CN(CC1COCCO1)S(=O)(=O)Nc1ccc2ccc3ncc(Cl)cc3c(=O)c2c1, [F-], [K+], CN(C)C=O, O=C(C=Cc1ccccc1)C=Cc1ccccc1, O=C(C=Cc1ccccc1)C=Cc1ccccc1, O=C(C=Cc1ccccc1)C=Cc1ccccc1, [Pd], [Pd]. The product is CN(CC1COCCO1)S(=O)(=O)Nc1ccc2ccc3ncc(-c4cnn(C)c4)cc3c(=O)c2c1. As a reaction SMILES: [CH3:112][OH:113].[CH3:31][n:32]1[n:33][cH:34][c:35]([B:37]2[O:38][C:39]([CH3:40])([CH3:41])[C:42]([CH3:43])([CH3:44])[O:45]2)[cH:36]1.[Cl:109][CH2:110][Cl:111].[Cl:1][c:2]1[cH:3][c:4]2[c:5]([n:6][cH:7]1)[cH:8][cH:9][c:10]1[c:11]([c:12]2=[O:13])[cH:14][c:15]([NH:18][S:19](=[O:20])(=[O:21])[N:22]([CH3:23])[CH2:24][CH:25]2[O:26][CH2:27][CH2:28][O:29][CH2:30]2)[cH:16][cH:17]1.[F-:46].[K+:47].[O:48]=[CH:49][N:50]([CH3:51])[CH3:52].[O:55]=[C:56]([CH:57]=[CH:58][c:59]1[cH:60][cH:61][cH:62][cH:63][cH:64]1)[CH:65]=[CH:66][c:67]1[cH:68][cH:69][cH:70][cH:71][cH:72]1.[O:73]=[C:74]([CH:75]=[CH:76][c:77]1[cH:78][cH:79][cH:80][cH:81][cH:82]1)[CH:83]=[CH:84][c:85]1[cH:86][cH:87][cH:88][cH:89][cH:90]1.[O:91]=[C:92]([CH:93]=[CH:94][c:95]1[cH:96][cH:97][cH:98][cH:99][cH:100]1)[CH:101]=[CH:102][c:103]1[cH:104][cH:105][cH:106][cH:107][cH:108]1.[Pd:53].[Pd:54]>>[c:2]1(-[c:35]2[cH:34][n:33][n:32]([CH3:31])[cH:36]2)[cH:3][c:4]2[c:5]([n:6][cH:7]1)[cH:8][cH:9][c:10]1[c:11]([c:12]2=[O:13])[cH:14][c:15]([NH:18][S:19](=[O:20])(=[O:21])[N:22]([CH3:23])[CH2:24][CH:25]2[O:26][CH2:27][CH2:28][O:29][CH2:30]2)[cH:16][cH:17]1.